Dataset: the Open Reaction Database (ORD), a public repository of structured organic reaction records. Task: describe an organic reaction: reactants, conditions, products, and yield Starting materials: CCOC(=O)c1ccc2c(c1)CCC(CN(CC(O)c1ccc(-n3c(C)ccc3C)nc1)C(=O)OC(C)(C)C)O2, CCO, [Na+], [OH-]. Yields the product Cc1ccc(C)n1-c1ccc(C(O)CN(CC2CCc3cc(C(=O)O)ccc3O2)C(=O)OC(C)(C)C)cn1. RXN SMILES: [C:1]([CH3:2])([CH3:3])([CH3:4])[O:5][C:6](=[O:7])[N:8]([CH2:9][CH:10]([OH:11])[c:12]1[cH:13][n:14][c:15](-[n:18]2[c:19]([CH3:24])[cH:20][cH:21][c:22]2[CH3:23])[cH:16][cH:17]1)[CH2:25][CH:26]1[O:27][c:28]2[cH:29][cH:30][c:31]([C:36](=[O:37])[O:38][CH2:39][CH3:40])[cH:32][c:33]2[CH2:34][CH2:35]1.[CH3:43][CH2:44][OH:45].[Na+:42].[OH-:41]>>[C:1]([CH3:2])([CH3:3])([CH3:4])[O:5][C:6](=[O:7])[N:8]([CH2:9][CH:10]([OH:11])[c:12]1[cH:13][n:14][c:15](-[n:18]2[c:19]([CH3:24])[cH:20][cH:21][c:22]2[CH3:23])[cH:16][cH:17]1)[CH2:25][CH:26]1[O:27][c:28]2[cH:29][cH:30][c:31]([C:36](=[O:37])[OH:38])[cH:32][c:33]2[CH2:34][CH2:35]1.